Dataset: the Open Reaction Database (ORD), a public repository of structured organic reaction records. Task: describe an organic reaction: reactants, conditions, products, and yield The reactants are COC=1C=C(C(=O)Cl)C=C(C1OC)OC (3,4,5-trimethoxybenzoyl chloride), N1(CCCC1)C1CCCC2CCCNC12 ((±)-decahydro-8-(-pyrrolidinyl)-quinoline), Cl (hydrochloride). The solvent is CCOCC (ether). The product is Cl.COC=1C=C(C(=O)N2CCCC3CCCC(C23)N2CCCC2)C=C(C1OC)OC ((±)-1-(3,4,5-trimethoxybenzoyl)-decahydro-8-(1-pyrrolidinyl)-quinoline hydrochloride). Yield: 36.3%. As a reaction SMILES: [CH3:1][O:2][C:3]1[CH:4]=[C:5]([CH:9]=[C:10]([O:14][CH3:15])[C:11]=1[O:12][CH3:13])[C:6]([Cl:8])=[O:7].[N:16]1([CH:21]2[CH:30]3[CH:25]([CH2:26][CH2:27][CH2:28][NH:29]3)[CH2:24][CH2:23][CH2:22]2)[CH2:20][CH2:19][CH2:18][CH2:17]1.Cl>CCOCC>[ClH:8].[CH3:1][O:2][C:3]1[CH:4]=[C:5]([CH:9]=[C:10]([O:14][CH3:15])[C:11]=1[O:12][CH3:13])[C:6]([N:29]1[CH:30]2[CH:25]([CH2:24][CH2:23][CH2:22][CH:21]2[N:16]2[CH2:20][CH2:19][CH2:18][CH2:17]2)[CH2:26][CH2:27][CH2:28]1)=[O:7] |f:4.5|. Reported procedure: 510 mg of 3,4,5-trimethoxybenzoyl chloride and 417 mg of the product of Step C of Example 1 were reacted in ether for 40 hours at ambient temperature and the crude product obtained in the form of the base was converted into the hydrochloride as in Example 1 to obtain 319 mg of the expected product melting at ≈260° C. Reactants: CC(C)c1nc2c(Br)c[nH]c(=O)c2[nH]1, N#C[Cu], CN(C)C=O. Yields the product CC(C)c1nc2c(C#N)c[nH]c(=O)c2[nH]1. Reaction SMILES: [CH:1]([CH3:2])([CH3:3])[c:4]1[n:5][c:6]2[c:7]([c:8](=[O:13])[nH:9][cH:10][c:11]2[Br:12])[nH:14]1.[Cu:15][C:16]#[N:17].[O:18]=[CH:19][N:20]([CH3:21])[CH3:22]>>[CH:1]([CH3:2])([CH3:3])[c:4]1[n:5][c:6]2[c:7]([c:8](=[O:13])[nH:9][cH:10][c:11]2[C:16]#[N:17])[nH:14]1. Starting materials: BrB(Br)Br, CCOC(=O)c1oc2cc(OC)ccc2c1C(C)C, ClCCl. The product is CCOC(=O)c1oc2cc(O)ccc2c1C(C)C. As a reaction SMILES: [B:20]([Br:21])([Br:22])[Br:23].[CH2:1]([CH3:2])[O:3][C:4](=[O:5])[c:6]1[o:7][c:8]2[c:9]([c:10]1[CH:11]([CH3:12])[CH3:13])[cH:14][cH:15][c:16]([O:18][CH3:19])[cH:17]2.[Cl:24][CH2:25][Cl:26]>>[CH2:1]([CH3:2])[O:3][C:4](=[O:5])[c:6]1[o:7][c:8]2[c:9]([c:10]1[CH:11]([CH3:12])[CH3:13])[cH:14][cH:15][c:16]([OH:18])[cH:17]2. Reactants: [I-].[K+] (potassium iodide), N(=O)[O-].[Na+] (sodium nitrite), C([O-])(O)=O.[Na+] (sodium bicarbonate), NC=1C=C2C=NNC2=CC1 (5-aminoindazole), ice, Cl (hydrochloric acid), [OH-].[Na+] (sodium hydroxide). The solvent is O (water). Reaction conditions: temperature 0 celsius, time 10 minute. Product: IC=1C=C2C=NNC2=CC1 (5-iodo-1H-indazole). Yield: 17.3%. RXN SMILES: N[C:2]1[CH:3]=[C:4]2[C:8](=[CH:9][CH:10]=1)[NH:7][N:6]=[CH:5]2.Cl.N([O-])=O.[Na+].[I-:16].[K+].[OH-].[Na+].C(=O)(O)[O-].[Na+]>O>[I:16][C:2]1[CH:3]=[C:4]2[C:8](=[CH:9][CH:10]=1)[NH:7][N:6]=[CH:5]2 |f:2.3,4.5,6.7,8.9|. Procedure details: A solution of 5-aminoindazole (5.0 g, 38 mmol) and ice (32 g) in water (16 mL) was further cooled with an ice bath. To this slurry was added concentrated hydrochloric acid (16 mL), followed immediately by sodium nitrite (2.9 g, 41 mmol in 11 mL water). After stirring for 10 min at 0° C., potassium iodide (7.5 g, 45 mmol) was added and the solution was slowly warmed to 40° C. until gas evolution slowed. The reaction mixture was stirred in a 50° C. oil bath for 30 min further, then cooled to room ... Starting materials: C(C)(C)C1=C(NC2=C(C=CC=C2)[N+](=O)[O-])C=CC=C1 (2-isopropyl-N-(2-nitrophenyl)aniline), [H][H] (hydrogen). The reagents and catalysts are [Pd] (palladium on carbon). Run in C(C)O (ethanol). Product: C(C)(C)C1=C(C=CC=C1)NC=1C(=CC=CC1)N (N1-(2-isopropylphenyl)benzene-1,2-diamine). Isolated yield 99.3%. RXN SMILES: [CH:1]([C:4]1[CH:19]=[CH:18][CH:17]=[CH:16][C:5]=1[NH:6][C:7]1[CH:12]=[CH:11][CH:10]=[CH:9][C:8]=1[N+:13]([O-])=O)([CH3:3])[CH3:2].[H][H]>[Pd].C(O)C>[CH:1]([C:4]1[CH:19]=[CH:18][CH:17]=[CH:16][C:5]=1[NH:6][C:7]1[C:8]([NH2:13])=[CH:9][CH:10]=[CH:11][CH:12]=1)([CH3:3])[CH3:2]. Procedure: 2-isopropyl-N-(2-nitrophenyl)aniline (22.7 g, 89 mmol) and 10% palladium on carbon (0.6 g) were mixed with 150 mL of ethanol under nitrogen in a plastic coated hydrogenation vessel. The mixture was put on a par hydrogenator and reacted under 40 psi of hydrogen until there is no pressure drop. The catalyst was filtered off through a Celite bed. The solvent was evaporated. The product was used for the next step without further purification. 20 g of desired product was obtained. Reactants: ON=CC1=C(C=C(C=C1)O)O (4-((hydroxyimino)methyl)benzene-1,3-diol), CN(C)C=O (DMF), C(C)(=O)[O-].[Na+] (sodium acetate), P(=O)(Cl)(Cl)Cl (phosphorus oxychloride), O (water). Solvent: C(C)#N (acetonitrile). Conditions: time 1 hour. Product: CC=1OC2=C(N1)C=CC(=C2)O (2-methylbenzoxazol-6-ol). Reaction SMILES: ON=C[C:4]1[CH:9]=[CH:8][C:7]([OH:10])=[CH:6][C:5]=1[OH:11].P(Cl)(Cl)(Cl)=O.O.[C:18]([O-])(=O)[CH3:19].[Na+].C[N:24](C=O)C>C(#N)C>[CH3:19][C:18]1[O:11][C:5]2[CH:6]=[C:7]([OH:10])[CH:8]=[CH:9][C:4]=2[N:24]=1 |f:3.4|. Procedure details: A solution of 1.5 grams (0.009 mole) of 4-((hydroxyimino)methyl)benzene-1,3-diol in 5 mL of DMF and 15 mL of acetonitrile was stirred and 1.3 mL (0.014 mole) of phosphorus oxychloride was added portionwise. Upon completion of addition the reaction mixture was stirred for an additional one hour. After this time the reaction mixture was stirred with ice and water that contained 3.0 grams of sodium acetate, and extracted with diethyl ether. The extract was washed with water, dried with sodium sulfa...